This data is from the Open Reaction Database (ORD), a public repository of structured organic reaction records. The task is: describe an organic reaction: reactants, conditions, products, and yield Reactants: C(C)(=O)C(C(=O)NC(C)C=1C(NC(=NN1)CC1=CC=C(C=C1)C)=O)CCCCCC (2-acetyl-N-{1-[3-(4-methylbenzyl)-5-oxo-4,5-dihydro-1,2,4-triazin-6-yl]ethyl}octanamide), P(=O)(Cl)(Cl)Cl (phosphorus oxychloride). Yields the product C(C)(=O)C(CCCCCC)C1=NC(=C2C(NC(=NN21)CC2=CC=C(C=C2)C)=O)C (7-(1-acetylheptyl)-5-methyl-2-(4-methylbenzyl)imidazo[5,1-f][1,2,4]triazin-4(3H)-one). Reaction SMILES: [C:1]([CH:4]([CH2:25][CH2:26][CH2:27][CH2:28][CH2:29][CH3:30])[C:5]([NH:7][CH:8]([C:10]1[C:11](=[O:24])[NH:12][C:13]([CH2:16][C:17]2[CH:22]=[CH:21][C:20]([CH3:23])=[CH:19][CH:18]=2)=[N:14][N:15]=1)[CH3:9])=O)(=[O:3])[CH3:2].P(Cl)(Cl)(Cl)=O>>[C:1]([CH:4]([C:5]1[N:15]2[C:10]([C:11](=[O:24])[NH:12][C:13]([CH2:16][C:17]3[CH:22]=[CH:21][C:20]([CH3:23])=[CH:19][CH:18]=3)=[N:14]2)=[C:8]([CH3:9])[N:7]=1)[CH2:25][CH2:26][CH2:27][CH2:28][CH2:29][CH3:30])(=[O:3])[CH3:2]. Procedure: Analogously to Example 1, 910 mg (2.20 mmol) of 2-acetyl-N-{1-[3-(4-methylbenzyl)-5-oxo-4,5-dihydro-1,2,4-triazin-6-yl]ethyl}octanamide (Example 25A) and 1.65 g (10.7 mmol) of phosphorus oxychloride are reacted to give 7-(1-acetylheptyl)-5-methyl-2-(4-methylbenzyl)imidazo[5,1-f][1,2,4]triazin-4(3H)-one. The reactants are [OH-].[K+] (KOH), IC(C)C (2-iodopropane), OC[C@@H](CCC(C)C)N1[C@@H](C[C@@H](CC1)CC(=O)O)C1=CC=C(C=C1)C(F)(F)F ({(2S,4R)-1-[(1R)-1-(hydroxymethyl)-4-methylpentyl]-2-[4-(trifluoromethyl)phenyl]piperidin-4-yl}acetic acid), [OH-].[Na+] (NaOH), IC(C)C (2-iodopropane). Solvent: CO (MeOH), CS(=O)C (DMSO), CS(=O)C (DMSO). Conditions: time 24 hour. The product is C(C)(C)OC[C@@H](CCC(C)C)N1[C@@H](C[C@@H](CC1)CC(=O)O)C1=CC=C(C=C1)C(F)(F)F ({(2S,4R)-1-[(1R)-1-(Isopropoxymethyl)-4-methylpentyl]-2-[4-(trifluoromethyl)phenyl]piperidin-4-yl}acetic acid). Yield: 13.5%. Reaction SMILES: [OH-].[K+].[OH:3][CH2:4][C@H:5]([N:11]1[CH2:16][CH2:15][C@@H:14]([CH2:17][C:18]([OH:20])=[O:19])[CH2:13][C@H:12]1[C:21]1[CH:26]=[CH:25][C:24]([C:27]([F:30])([F:29])[F:28])=[CH:23][CH:22]=1)[CH2:6][CH2:7][CH:8]([CH3:10])[CH3:9].I[CH:32]([CH3:34])[CH3:33].[OH-].[Na+]>CS(C)=O.CO>[CH:32]([O:3][CH2:4][C@H:5]([N:11]1[CH2:16][CH2:15][C@@H:14]([CH2:17][C:18]([OH:20])=[O:19])[CH2:13][C@H:12]1[C:21]1[CH:26]=[CH:25][C:24]([C:27]([F:30])([F:28])[F:29])=[CH:23][CH:22]=1)[CH2:6][CH2:7][CH:8]([CH3:9])[CH3:10])([CH3:34])[CH3:33] |f:0.1,4.5|. Reported procedure: Powdered KOH (375 mg, 6.68 mmol) was taken up in dry DMSO (1 ml) at RT under N2. The mixture was stirred for 10 minutes before the addition of {(2S,4R)-1-[(1R)-1-(hydroxymethyl)-4-methylpentyl]-2-[4-(trifluoromethyl)phenyl]piperidin-4-yl acetic}acid (Step 1, 67 mg, 0.167 mmol) in dry DMSO (0.5+0.5+0.5 ml), followed by 2-iodopropane (0.334 ml, 3.34 mmol). After 24 hr MS further 2-iodopropane (0.334 ml, 3.34 mmol) was added and the reaction was maintained at RT for 3 days. The reaction was quenche...